describe an organic reaction: reactants, conditions, products, and yield From a dataset of the Open Reaction Database (ORD), a public repository of structured organic reaction records. The reactants are CC(=O)Cl, ClC(Cl)Cl, COc1ccc(O)c(C(=O)O)c1, c1ccncc1. Yields the product COc1ccc(OC(C)=O)c(C(=O)O)c1. Reaction SMILES: [CH3:19][C:20]([Cl:21])=[O:22].[CH:23]([Cl:24])([Cl:25])[Cl:26].[OH:1][c:2]1[c:3]([C:4](=[O:5])[OH:6])[cH:7][c:8]([O:11][CH3:12])[cH:9][cH:10]1.[cH:13]1[cH:14][cH:15][n:16][cH:17][cH:18]1>>[O:1]([c:2]1[c:3]([C:4](=[O:5])[OH:6])[cH:7][c:8]([O:11][CH3:12])[cH:9][cH:10]1)[C:20]([CH3:19])=[O:22]. Starting materials: NS(=O)(=O)c1cc(Cl)c([N+](=O)[O-])cc1[N+](=O)[O-], C1COCCO1, OCCNCCO. Yields the product NS(=O)(=O)c1cc(N(CCO)CCO)c([N+](=O)[O-])cc1[N+](=O)[O-]. Reaction SMILES: [Cl:1][c:2]1[c:3]([N+:15](=[O:16])[O-:17])[cH:4][c:5]([N+:12](=[O:13])[O-:14])[c:6]([S:8](=[O:9])(=[O:10])[NH2:11])[cH:7]1.[O:25]1[CH2:26][CH2:27][O:28][CH2:29][CH2:30]1.[OH:18][CH2:19][CH2:20][NH:21][CH2:22][CH2:23][OH:24]>>[c:2]1([N:21]([CH2:20][CH2:19][OH:18])[CH2:22][CH2:23][OH:24])[c:3]([N+:15](=[O:16])[O-:17])[cH:4][c:5]([N+:12](=[O:13])[O-:14])[c:6]([S:8](=[O:9])(=[O:10])[NH2:11])[cH:7]1. Starting materials: CC(=O)c1ccc(OCc2ccc(C(OC3CCCCO3)c3cccc(C#N)c3)cc2)c(C)c1O, CCO, Cl, [K+], [OH-], O. Yields the product CC(=O)c1ccc(OCc2ccc(C(OC3CCCCO3)c3cccc(C(=O)O)c3)cc2)c(C)c1O. Reaction SMILES: [C:1]([CH3:2])(=[O:3])[c:4]1[c:5]([OH:35])[c:6]([CH3:34])[c:7]([O:8][CH2:9][c:10]2[cH:11][cH:12][c:13]([CH:16]([c:17]3[cH:18][c:19]([C:20]#[N:21])[cH:22][cH:23][cH:24]3)[O:25][CH:26]3[O:27][CH2:28][CH2:29][CH2:30][CH2:31]3)[cH:14][cH:15]2)[cH:32][cH:33]1.[CH3:40][CH2:41][OH:42].[ClH:38].[K+:37].[OH-:36].[OH2:39]>>[C:1]([CH3:2])(=[O:3])[c:4]1[c:5]([OH:35])[c:6]([CH3:34])[c:7]([O:8][CH2:9][c:10]2[cH:11][cH:12][c:13]([CH:16]([c:17]3[cH:18][c:19]([C:20](=[O:36])[OH:39])[cH:22][cH:23][cH:24]3)[O:25][CH:26]3[O:27][CH2:28][CH2:29][CH2:30][CH2:31]3)[cH:14][cH:15]2)[cH:32][cH:33]1. Starting materials: BrC=1C=C(C(=NC1)CCCCN)C (5-Bromo-2-(4-aminobutyl)-3-methylpyridine), COC=1C=C(CC=2C(NC(=NC2)SC)=O)C=CC1 (5-(3-methoxybenzyl)-2-methylthio-4-pyrimidone). Solvent: N1=CC=CC=C1 (pyridine). Yields the product BrC=1C=C(C(=NC1)CCCCNC1=NC=C(C(N1)=O)CC1=CC(=CC=C1)OC)C (2-[4-(5-bromo-3-methylpyrid-2-yl)butylamino]-5-(3-methoxybenzyl)-4-pyrimidone). The yield is 67.5%. RXN SMILES: [Br:1][C:2]1[CH:3]=[C:4]([CH3:13])[C:5]([CH2:8][CH2:9][CH2:10][CH2:11][NH2:12])=[N:6][CH:7]=1.[CH3:14][O:15][C:16]1[CH:17]=[C:18]([CH:29]=[CH:30][CH:31]=1)[CH2:19][C:20]1[C:21](=[O:28])[NH:22][C:23](SC)=[N:24][CH:25]=1>N1C=CC=CC=1>[Br:1][C:2]1[CH:3]=[C:4]([CH3:13])[C:5]([CH2:8][CH2:9][CH2:10][CH2:11][NH:12][C:23]2[NH:22][C:21](=[O:28])[C:20]([CH2:19][C:18]3[CH:29]=[CH:30][CH:31]=[C:16]([O:15][CH3:14])[CH:17]=3)=[CH:25][N:24]=2)=[N:6][CH:7]=1. Procedure: 5-Bromo-2-(4-aminobutyl)-3-methylpyridine, (0.58 g) and 5-(3-methoxybenzyl)-2-methylthio-4-pyrimidone (0.51 g) were refluxed in pyridine (3 ml) for 3 hours. The pyridine was removed in vacuo. The residue was recrystallised from ethanol/water giving 2-[4-(5-bromo-3-methylpyrid-2-yl)butylamino]-5-(3-methoxybenzyl)-4-pyrimidone (0.60 g). Softens 65° C., melts 73° C. Starting materials: CCO, O=[N+]([O-])c1ccccc1S(=O)(=O)N1CCN(c2ccc(C(O)(C(F)(F)F)C(F)(F)F)cc2)CC1. The product is Nc1ccccc1S(=O)(=O)N1CCN(c2ccc(C(O)(C(F)(F)F)C(F)(F)F)cc2)CC1. RXN SMILES: [CH3:35][CH2:36][OH:37].[F:1][C:2]([C:3]([C:4]([F:5])([F:6])[F:7])([OH:8])[c:9]1[cH:10][cH:11][c:12]([N:15]2[CH2:16][CH2:17][N:18]([S:21](=[O:22])(=[O:23])[c:24]3[c:25]([N+:30]([O-:31])=[O:32])[cH:26][cH:27][cH:28][cH:29]3)[CH2:19][CH2:20]2)[cH:13][cH:14]1)([F:33])[F:34]>>[F:1][C:2]([C:3]([C:4]([F:5])([F:6])[F:7])([OH:8])[c:9]1[cH:10][cH:11][c:12]([N:15]2[CH2:16][CH2:17][N:18]([S:21](=[O:22])(=[O:23])[c:24]3[c:25]([NH2:30])[cH:26][cH:27][cH:28][cH:29]3)[CH2:19][CH2:20]2)[cH:13][cH:14]1)([F:33])[F:34]. The reactants are BrC(Br)(Br)Br, CC(C)(C)OC(=O)N1CCC(Oc2ccc(CO)c(C(F)(F)F)c2)CC1, c1ccc(P(c2ccccc2)c2ccccc2)cc1. Product: CC(C)(C)OC(=O)N1CCC(Oc2ccc(CBr)c(C(F)(F)F)c2)CC1. Reaction SMILES: [Br:27][C:28]([Br:29])([Br:30])[Br:31].[C:1]([CH3:2])([CH3:3])([CH3:4])[O:5][C:6](=[O:7])[N:8]1[CH2:9][CH2:10][CH:11]([O:14][c:15]2[cH:16][c:17]([C:23]([F:24])([F:25])[F:26])[c:18]([CH2:19][OH:20])[cH:21][cH:22]2)[CH2:12][CH2:13]1.[c:32]1([P:33]([c:34]2[cH:35][cH:36][cH:37][cH:38][cH:39]2)[c:40]2[cH:41][cH:42][cH:43][cH:44][cH:45]2)[cH:46][cH:47][cH:48][cH:49][cH:50]1>>[C:1]([CH3:2])([CH3:3])([CH3:4])[O:5][C:6](=[O:7])[N:8]1[CH2:9][CH2:10][CH:11]([O:14][c:15]2[cH:16][c:17]([C:23]([F:24])([F:25])[F:26])[c:18]([CH2:19][Br:27])[cH:21][cH:22]2)[CH2:12][CH2:13]1. Reaction SMILES: [Br:10][c:11]1[cH:12][c:13]([Cl:18])[cH:14][c:15]([F:17])[cH:16]1.[C:19](=[O:20])([O-:21])[O-:22].[CH3:26][N:27]1[CH2:28][CH2:29][CH2:30][C:31]1=[O:32].[Cl:1][c:2]1[c:3]([OH:9])[cH:4][c:5]([F:8])[cH:6][cH:7]1.[K+:23].[K+:24].[OH2:25]>>[Cl:1][c:2]1[c:3]([O:9][c:15]2[cH:14][c:13]([Cl:18])[cH:12][c:11]([Br:10])[cH:16]2)[cH:4][c:5]([F:8])[cH:6][cH:7]1. The product is Fc1ccc(Cl)c(Oc2cc(Cl)cc(Br)c2)c1. The reactants are Fc1cc(Cl)cc(Br)c1, O=C([O-])[O-], CN1CCCC1=O, Oc1cc(F)ccc1Cl, [K+], [K+], O.